This data is from the Open Reaction Database (ORD), a public repository of structured organic reaction records. The task is: describe an organic reaction: reactants, conditions, products, and yield The reactants are C(C1=CC=CC=C1)ON1[C@@H]2CC[C@H](N(C1=O)C2)C(=O)O ((2S,5R)-6-(benzyloxy)-7-oxo-1,6-diazabicyclo[3.2.1]octane-2-carboxylic acid), NO[C@H]1CN(CCC1)C(=O)OC(C)(C)C (tert-butyl (3R)-3-(aminooxy)piperidine-1-carboxylate), ON1N=NC2=C1C=CC=C2 (1-hydroxybenzotriazole), Cl.C(C)N=C=NCCCN(C)C (1-ethyl-(3-dimethylaminopropyl)carbodiimide hydrochloride). The solvent is C(Cl)Cl (DCM). Conditions: time 8 hour. The product is C(C1=CC=CC=C1)ON1[C@@H]2CC[C@H](N(C1=O)C2)C(=O)NO[C@H]2CN(CCC2)C(=O)OC(C)(C)C (tert-Butyl (3R)-3-[({[(2S,5R)-6-(benzyloxy)-7-oxo-1,6-diazabicyclo[3.2.1]oct-2-yl]carbonyl}amino)oxy]piperidine-1-carboxylate). RXN SMILES: [CH2:1]([O:8][N:9]1[C:15](=[O:16])[N:14]2[CH2:17][C@H:10]1[CH2:11][CH2:12][C@H:13]2[C:18]([OH:20])=O)[C:2]1[CH:7]=[CH:6][CH:5]=[CH:4][CH:3]=1.[NH2:21][O:22][C@@H:23]1[CH2:28][CH2:27][CH2:26][N:25]([C:29]([O:31][C:32]([CH3:35])([CH3:34])[CH3:33])=[O:30])[CH2:24]1.ON1C2C=CC=CC=2N=N1.Cl.C(N=C=NCCCN(C)C)C>C(Cl)Cl>[CH2:1]([O:8][N:9]1[C:15](=[O:16])[N:14]2[CH2:17][C@H:10]1[CH2:11][CH2:12][C@H:13]2[C:18]([NH:21][O:22][C@@H:23]1[CH2:28][CH2:27][CH2:26][N:25]([C:29]([O:31][C:32]([CH3:35])([CH3:34])[CH3:33])=[O:30])[CH2:24]1)=[O:20])[C:2]1[CH:3]=[CH:4][CH:5]=[CH:6][CH:7]=1 |f:3.4|. Procedure details: To a solution of (2S,5R)-6-(benzyloxy)-7-oxo-1,6-diazabicyclo[3.2.1]octane-2-carboxylic acid 1 (0.20 g, 0.72 mmol) in dry DCM (20 mL) were added tert-butyl (3R)-3-(aminooxy)piperidine-1-carboxylate 11 (0.19 g, 0.86 mmol, J. Med. Chem. 2008, 51, 4601-4608), 1-hydroxybenzotriazole (0.14 g, 1.03 mmol) and 1-ethyl-(3-dimethylaminopropyl)carbodiimide hydrochloride (0.20 g, 1.03 mmol) at room temperature. The reaction mixture was stirred at room temperature overnight, and then concentrated under vacuu...